From a dataset of the Open Reaction Database (ORD), a public repository of structured organic reaction records. describe an organic reaction: reactants, conditions, products, and yield Reactants: CC(C)O, CC(C)=O, CCOC(C)=O, O=[Cr](=O)=O, O, CCOC(=O)c1cc(CO)on1, O=S(=O)(O)O. Yields the product CCOC(=O)c1cc(C(=O)O)on1. RXN SMILES: [CH3:22][CH:23]([CH3:24])[OH:25].[CH3:27][C:28](=[O:29])[CH3:30].[CH3:31][CH2:32][O:33][C:34](=[O:35])[CH3:36].[O:1]=[Cr:2](=[O:3])=[O:4].[OH2:26].[OH:10][CH2:11][c:12]1[cH:13][c:14]([C:17](=[O:18])[O:19][CH2:20][CH3:21])[n:15][o:16]1.[S:5](=[O:6])(=[O:7])([OH:8])[OH:9]>>[O:10]=[C:11]([c:12]1[cH:13][c:14]([C:17](=[O:18])[O:19][CH2:20][CH3:21])[n:15][o:16]1)[OH:25]. Starting materials: [BH3-]C#N, O=C([O-])O, CO, CC(=O)O, Cc1cc(CC2CCNCC2)cc2c1C(=O)N(CC1CC1)C2, O=Cc1cccc(F)c1, [Na+], [Na+]. The product is Cc1cc(CC2CCN(Cc3cccc(F)c3)CC2)cc2c1C(=O)N(CC1CC1)C2. RXN SMILES: [C:32]([BH3-:33])#[N:34].[C:36](=[O:37])([OH:38])[O-:39].[CH3:41][OH:42].[CH3:43][C:44](=[O:45])[OH:46].[CH:1]1([CH2:4][N:5]2[C:6](=[O:22])[c:7]3[c:8]([CH3:21])[cH:9][c:10]([CH2:14][CH:15]4[CH2:16][CH2:17][NH:18][CH2:19][CH2:20]4)[cH:11][c:12]3[CH2:13]2)[CH2:2][CH2:3]1.[F:23][c:24]1[cH:25][c:26]([CH:27]=[O:28])[cH:29][cH:30][cH:31]1.[Na+:35].[Na+:40]>>[CH:1]1([CH2:4][N:5]2[C:6](=[O:22])[c:7]3[c:8]([CH3:21])[cH:9][c:10]([CH2:14][CH:15]4[CH2:16][CH2:17][N:18]([CH2:27][c:26]5[cH:25][c:24]([F:23])[cH:31][cH:30][cH:29]5)[CH2:19][CH2:20]4)[cH:11][c:12]3[CH2:13]2)[CH2:2][CH2:3]1. Starting materials: CC(C)(C)OC(=O)NC(C#N)c1ccccc1, CC(c1ccccc1)N1CC(N)C(C)(C)C1, C1CCOC1. Product: CC(c1ccccc1)N1CC(NC(=O)OC(C)(C)C)C(C)(C)C1. As a reaction SMILES: [C:17]([CH3:18])([CH3:19])([CH3:20])[O:21][C:22](=[O:23])[NH:24][CH:25]([c:26]1[cH:27][cH:28][cH:29][cH:30][cH:31]1)[C:32]#[N:33].[NH2:1][CH:2]1[C:3]([CH3:15])([CH3:16])[CH2:4][N:5]([CH:7]([CH3:8])[c:9]2[cH:10][cH:11][cH:12][cH:13][cH:14]2)[CH2:6]1.[O:34]1[CH2:35][CH2:36][CH2:37][CH2:38]1>>[NH:1]([CH:2]1[C:3]([CH3:15])([CH3:16])[CH2:4][N:5]([CH:7]([CH3:8])[c:9]2[cH:10][cH:11][cH:12][cH:13][cH:14]2)[CH2:6]1)[C:22]([O:21][C:17]([CH3:18])([CH3:19])[CH3:20])=[O:23]. Starting materials: Fc1ccc(Br)cc1F, [Li]CCCC, O=C1CCN(Cc2ccccc2)C1, CCOCC, [Na+], [Na+], O=C([O-])[O-]. As a reaction SMILES: [Br:1][c:2]1[cH:3][c:4]([F:9])[c:5]([F:8])[cH:6][cH:7]1.[CH2:10]([Li:11])[CH2:12][CH2:13][CH3:14].[CH2:15]([c:16]1[cH:17][cH:18][cH:19][cH:20][cH:21]1)[N:22]1[CH2:23][C:24](=[O:27])[CH2:25][CH2:26]1.[CH3:34][CH2:35][O:36][CH2:37][CH3:38].[Na+:28].[Na+:29].[O-:30][C:31](=[O:32])[O-:33]>>[c:2]1([C:24]2([OH:27])[CH2:23][N:22]([CH2:15][c:16]3[cH:17][cH:18][cH:19][cH:20][cH:21]3)[CH2:26][CH2:25]2)[cH:3][c:4]([F:9])[c:5]([F:8])[cH:6][cH:7]1. Product: OC1(c2ccc(F)c(F)c2)CCN(Cc2ccccc2)C1. Starting materials: CS(=O)(=O)OCC(C(C1=CNC2=C(C=CC=C12)CSC)C1=CC=C(C=C1)Cl)C (3-(4-Chlorophenyl)-2-methyl-3-{7-[(methylsulfanyl)methyl]-1H-indol-3-yl}propyl methanesulfonate), BrC=1SC(=CN1)C(CCC#N)C1=CNC2=C(C=CC=C12)CSC (4-(2-Bromo-1,3-thiazol-5-yl)-4-{7-[(methylsulfanyl)methyl]-1H-indol-3-yl}butanonitrile). RXN SMILES: CS(O[CH2:6][CH:7]([CH3:28])[CH:8]([C:21]1[CH:26]=[CH:25][C:24]([Cl:27])=[CH:23][CH:22]=1)[C:9]1[C:17]2[C:12](=[C:13]([CH2:18][S:19][CH3:20])[CH:14]=[CH:15][CH:16]=2)[NH:11][CH:10]=1)(=O)=O.Br[C:30]1SC(C(C2C3C(=C(CSC)C=CC=3)NC=2)CCC#N)=C[N:34]=1>CS(C)=O>[Cl:27][C:24]1[CH:25]=[CH:26][C:21]([CH:8]([C:9]2[C:17]3[C:12](=[C:13]([CH2:18][S:19][CH3:20])[CH:14]=[CH:15][CH:16]=3)[NH:11][CH:10]=2)[CH:7]([CH3:28])[CH2:6][C:30]#[N:34])=[CH:22][CH:23]=1. Reported procedure: The title compound was prepared starting from 215 mg (0.49 mmol) of the compound from Example 71A in analogy to the synthesis of the compound from Example 53, but with dimethyl sulfoxide as solvent. 177 mg (98% of theory) of the target compound were obtained as mixture of diastereomers. Product: ClC1=CC=C(C=C1)C(C(CC#N)C)C1=CNC2=C(C=CC=C12)CSC (4-(4-Chlorophenyl)-3-methyl-4-{7-[(methylsulfanyl)methyl]-1H-indol-3-yl}butanonitrile). The solvent is CS(=O)C (dimethyl sulfoxide). Reactants: O=c1[nH]c(=O)n(C2CC(O)C(COC(c3ccccc3)(c3ccccc3)c3ccccc3)O2)cc1F, CC(=O)O, ClCc1ccccc1, [I-], [K+], [Na+], C1COCCO1, [OH-], O. The product is O=c1[nH]c(=O)n(C2CC(OCc3ccccc3)C(COC(c3ccccc3)(c3ccccc3)c3ccccc3)O2)cc1F. Reaction SMILES: [C:1]([c:2]1[cH:3][cH:4][cH:5][cH:6][cH:7]1)([c:8]1[cH:9][cH:10][cH:11][cH:12][cH:13]1)([c:14]1[cH:15][cH:16][cH:17][cH:18][cH:19]1)[O:20][CH2:21][CH:22]1[CH:23]([OH:36])[CH2:24][CH:25]([n:27]2[c:28](=[O:29])[nH:30][c:31](=[O:32])[c:33]([F:35])[cH:34]2)[O:26]1.[CH3:56][C:57](=[O:58])[OH:59].[Cl:37][CH2:38][c:39]1[cH:40][cH:41][cH:42][cH:43][cH:44]1.[I-:48].[K+:46].[Na+:47].[O:49]1[CH2:50][CH2:51][O:52][CH2:53][CH2:54]1.[OH-:45].[OH2:55]>>[C:1]([c:2]1[cH:3][cH:4][cH:5][cH:6][cH:7]1)([c:8]1[cH:9][cH:10][cH:11][cH:12][cH:13]1)([c:14]1[cH:15][cH:16][cH:17][cH:18][cH:19]1)[O:20][CH2:21][CH:22]1[CH:23]([O:36][CH2:38][c:39]2[cH:40][cH:41][cH:42][cH:43][cH:44]2)[CH2:24][CH:25]([n:27]2[c:28](=[O:29])[nH:30][c:31](=[O:32])[c:33]([F:35])[cH:34]2)[O:26]1. Reactants: ClC=1C(=NNC1C)N (4-Chloro-5-methyl-1H-pyrazol-3-ylamine), CN(C)C=O (DMF), C(=O)([O-])[O-].[K+].[K+] (K2CO3), ClCC(=O)N1CCN(CC1)C1=CC=C(C=C1)Cl (2-Chloro-1-[4-(4-chloro-phenyl)-piperazin-1-yl]-ethanone). Solvent: CCCCCC.C(C)(=O)OCC (hexane ethyl acetate). The product is NC1=NN(C(=C1Cl)C)CC(=O)N1CCN(CC1)C1=CC=C(C=C1)Cl (2-(3-Amino-4-chloro-5-methyl-pyrazol-1-yl)-1-[4-(4-chlorophenyl)-piperazin-1-yl]-ethanone). Reaction SMILES: [Cl:1][C:2]1[C:3]([NH2:8])=[N:4][NH:5][C:6]=1[CH3:7].C([O-])([O-])=O.[K+].[K+].Cl[CH2:16][C:17]([N:19]1[CH2:24][CH2:23][N:22]([C:25]2[CH:30]=[CH:29][C:28]([Cl:31])=[CH:27][CH:26]=2)[CH2:21][CH2:20]1)=[O:18].CN(C=O)C>CCCCCC.C(OCC)(=O)C>[NH2:8][C:3]1[C:2]([Cl:1])=[C:6]([CH3:7])[N:5]([CH2:16][C:17]([N:19]2[CH2:20][CH2:21][N:22]([C:25]3[CH:30]=[CH:29][C:28]([Cl:31])=[CH:27][CH:26]=3)[CH2:23][CH2:24]2)=[O:18])[N:4]=1 |f:1.2.3,6.7|. Reported procedure: Protocol T was followed using 4-Chloro-5-methyl-1H-pyrazol-3-ylamine, K2CO3, 2-Chloro-1-[4-(4-chloro-phenyl)-piperazin-1-yl]-ethanone and DMF. Column chromatography using a solvent mixture (hexane/ethyl acetate=1/4) afforded the title compound as a colorless oil. 1H NMR (400 MHz, CDCl3): 7.18-7.22 (d, 1H), 6.78-6.84 (d, 2H), 4.8 (s, 2H), 4.4 (s, 2H), 3.72-3.82 (m, 4H), 3.08-3.18 (m, 4H), 2.14 (s, 3H).